The task is: describe an organic reaction: reactants, conditions, products, and yield. This data is from the Open Reaction Database (ORD), a public repository of structured organic reaction records. Starting materials: C1(=CC=CC=C1)C1CNCCC2=C1C=CC=C2 (1-phenyl-1,2,4,5-tetrahydrobenzo[d]azepine), BrCCCCN1C(C=2C(C1=O)=CC=CC2)=O (N-(4-bromobutyl)-phthalimide), C([O-])([O-])=O.[K+].[K+] (potassium carbonate). Solvent: CN(C)C=O (DMF). Product: C1(=CC=CC=C1)C1CN(CCC2=C1C=CC=C2)CCCCN2C(C1=CC=CC=C1C2=O)=O (2-[4-(1-phenyl-1,2,4,5-tetrahydro-benzo[d]azepin-3-yl)-butyl]-isoindol-1,3-dione). As a reaction SMILES: [C:1]1([CH:7]2[C:13]3[CH:14]=[CH:15][CH:16]=[CH:17][C:12]=3[CH2:11][CH2:10][NH:9][CH2:8]2)[CH:6]=[CH:5][CH:4]=[CH:3][CH:2]=1.Br[CH2:19][CH2:20][CH2:21][CH2:22][N:23]1[C:27](=[O:28])[C:26]2=[CH:29][CH:30]=[CH:31][CH:32]=[C:25]2[C:24]1=[O:33].C(=O)([O-])[O-].[K+].[K+]>CN(C=O)C>[C:1]1([CH:7]2[C:13]3[CH:14]=[CH:15][CH:16]=[CH:17][C:12]=3[CH2:11][CH2:10][N:9]([CH2:19][CH2:20][CH2:21][CH2:22][N:23]3[C:27](=[O:28])[C:26]4[C:25](=[CH:32][CH:31]=[CH:30][CH:29]=4)[C:24]3=[O:33])[CH2:8]2)[CH:2]=[CH:3][CH:4]=[CH:5][CH:6]=1 |f:2.3.4|. Procedure: 20.0 g (89.5 mmol) 1-phenyl-1,2,4,5-tetrahydrobenzo[d]azepine, 25.2 g (89.5 mmol) N-(4-bromobutyl)-phthalimide and 18.5 g (134.3 mmol) potassium carbonate are stirred in 200 ml DMF for 6 hours at 60° C. The mixture is concentrated under vacuum and the residue is distributed between 300 ml acetic acid ethyl ester and 100 ml water. The watery phase is extracted with 50 ml acetic acid ethyl ester and the combined organic phases are washed with water. The organic phase is dried over sodium sulfate a... Starting materials: C=CCc1cn(S(=O)(=O)c2ccccc2)c2cccc(C(=O)OC)c12, C[N+]1([O-])CCOCC1, [O-][I+3]([O-])([O-])[O-], [Na+], C1CCOC1, O=[Os](=O)(=O)=O, O, O. The product is COC(=O)c1cccc2c1c(CC=O)cn2S(=O)(=O)c1ccccc1. Reaction SMILES: [CH2:1]([CH:2]=[CH2:3])[c:4]1[cH:5][n:6]([S:17](=[O:18])(=[O:19])[c:20]2[cH:21][cH:22][cH:23][cH:24][cH:25]2)[c:7]2[cH:8][cH:9][cH:10][c:11]([C:13](=[O:14])[O:15][CH3:16])[c:12]12.[CH3:26][N+:27]1([O-:28])[CH2:29][CH2:31][O:30][CH2:32][CH2:33]1.[I+3:40]([O-:41])([O-:42])([O-:43])[O-:44].[Na+:45].[O:35]1[CH2:36][CH2:37][CH2:38][CH2:39]1.[O:46]=[Os:47](=[O:48])(=[O:49])=[O:50].[OH2:34].[OH2:51]>>[CH2:1]([CH:2]=[O:30])[c:4]1[cH:5][n:6]([S:17](=[O:18])(=[O:19])[c:20]2[cH:21][cH:22][cH:23][cH:24][cH:25]2)[c:7]2[cH:8][cH:9][cH:10][c:11]([C:13](=[O:14])[O:15][CH3:16])[c:12]12. Starting materials: COC(=O)C=1C(=NC2=C(C=C(C=C2C1OS(=O)(=O)C(F)(F)F)Cl)Cl)C(C)C (6,8-dichloro-2-isopropyl-4-trifluoromethanesulfonyloxy-quinoline-3-carboxylic acid methyl ester), ClC=1C=C(C=CC1F)B(O)O (3-chloro-4-fluorophenylboronic acid), [O-]P(=O)([O-])[O-].[K+].[K+].[K+] (potassium phosphate tribasic). Reagents/catalysts: C=1C=CC(=CC1)[P](C=2C=CC=CC2)(C=3C=CC=CC3)[Pd]([P](C=4C=CC=CC4)(C=5C=CC=CC5)C=6C=CC=CC6)([P](C=7C=CC=CC7)(C=8C=CC=CC8)C=9C=CC=CC9)[P](C=1C=CC=CC1)(C=1C=CC=CC1)C=1C=CC=CC1 (tetrakis(triphenylphosphine)palladium). Run in [NH4+].[Cl-] (NH4Cl), O1CCOCC1 (dioxane). Reaction conditions: temperature 100 celsius. The product is COC(=O)C=1C(=NC2=C(C=C(C=C2C1C1=CC(=C(C=C1)F)Cl)Cl)Cl)C(C)C (6,8-Dichloro-4-(3-chloro-4-fluoro-phenyl)-2-isopropyl-quinoline-3-carboxylic acid methyl ester). Yield: 59.6%. RXN SMILES: [CH3:1][O:2][C:3]([C:5]1[C:6]([CH:25]([CH3:27])[CH3:26])=[N:7][C:8]2[C:13]([C:14]=1OS(C(F)(F)F)(=O)=O)=[CH:12][C:11]([Cl:23])=[CH:10][C:9]=2[Cl:24])=[O:4].[Cl:28][C:29]1[CH:30]=[C:31](B(O)O)[CH:32]=[CH:33][C:34]=1[F:35].[O-]P([O-])([O-])=O.[K+].[K+].[K+]>O1CCOCC1.[NH4+].[Cl-].C1C=CC([P]([Pd]([P](C2C=CC=CC=2)(C2C=CC=CC=2)C2C=CC=CC=2)([P](C2C=CC=CC=2)(C2C=CC=CC=2)C2C=CC=CC=2)[P](C2C=CC=CC=2)(C2C=CC=CC=2)C2C=CC=CC=2)(C2C=CC=CC=2)C2C=CC=CC=2)=CC=1>[CH3:1][O:2][C:3]([C:5]1[C:6]([CH:25]([CH3:26])[CH3:27])=[N:7][C:8]2[C:13]([C:14]=1[C:31]1[CH:32]=[CH:33][C:34]([F:35])=[C:29]([Cl:28])[CH:30]=1)=[CH:12][C:11]([Cl:23])=[CH:10][C:9]=2[Cl:24])=[O:4] |f:2.3.4.5,7.8,^1:58,60,79,98|. Procedure details: A suspension of 6,8-dichloro-2-isopropyl-4-trifluoromethanesulfonyloxy-quinoline-3-carboxylic acid methyl ester (85.0 mg, 0.181 mmol, Eq: 1.00), 3-chloro-4-fluorophenylboronic acid (34.7 mg, 0.199 mmol, Eq: 1.1), potassium phosphate tribasic (57.7 mg, 0.272 mmol, Eq: 1.5) and tetrakis(triphenylphosphine)palladium (0) (6.27 mg, 0.00543 mmol, Eq: 0.0300) in dioxane (2.5 ml) was heated to 100° C. for 4 h. The suspension was cooled to RT overnight, then diluted with sat. NH4Cl solution and extracted... The product is ClC1CCCOC1c1ccccc1. Starting materials: Brc1ccccc1, ClC1CCCOC1Cl, Cl, O. RXN SMILES: [Br:1][c:2]1[cH:3][cH:4][cH:5][cH:6][cH:7]1.[Cl:8][CH:9]1[O:10][CH2:11][CH2:12][CH2:13][CH:14]1[Cl:15].[ClH:16].[OH2:17]>>[c:2]1([CH:9]2[O:10][CH2:11][CH2:12][CH2:13][CH:14]2[Cl:15])[cH:3][cH:4][cH:5][cH:6][cH:7]1. The reactants are solid, Cl.Cl.O1CCC2=C1C=CC=C2C2CCN(CC2)CC[C@@H]2CC[C@H](CC2)N (trans-4-{2-[4-(2,3-dihydro-benzofuran-4-yl)-piperidin-1-yl]-ethyl}-cyclohexylamine dihydrochloride), Cl.Cl.O1CCC2=C1C=CC=C2C2CCN(CC2)CC[C@@H]2CC[C@H](CC2)N (trans-4-{2-[4-(2,3-dihydro-benzofuran-4-yl)-piperidin-1-yl]-ethyl}-cyclohexylamine dihydrochloride), CN1CCN(CC1)C1=CC=C(C(=O)O)C=C1 (4-(4-methyl-piperazin-1-yl)-benzoic acid). The product is O1CCC2=C1C=CC=C2C2CCN(CC2)CC[C@@H]2CC[C@H](CC2)NC(C2=CC=C(C=C2)N2CCN(CC2)C)=O (trans-N-(4-{2-[4-(2,3-Dihydro-benzofuran-4-yl)-piperidin-1-yl]-ethyl}-cyclohexyl)-4-(4-methyl-piperazin-1-yl)-benzamide). RXN SMILES: Cl.Cl.[O:3]1[C:7]2[CH:8]=[CH:9][CH:10]=[C:11]([CH:12]3[CH2:17][CH2:16][N:15]([CH2:18][CH2:19][C@H:20]4[CH2:25][CH2:24][C@H:23]([NH2:26])[CH2:22][CH2:21]4)[CH2:14][CH2:13]3)[C:6]=2[CH2:5][CH2:4]1.[CH3:27][N:28]1[CH2:33][CH2:32][N:31]([C:34]2[CH:42]=[CH:41][C:37]([C:38](O)=[O:39])=[CH:36][CH:35]=2)[CH2:30][CH2:29]1>>[O:3]1[C:7]2[CH:8]=[CH:9][CH:10]=[C:11]([CH:12]3[CH2:17][CH2:16][N:15]([CH2:18][CH2:19][C@H:20]4[CH2:21][CH2:22][C@H:23]([NH:26][C:38](=[O:39])[C:37]5[CH:36]=[CH:35][C:34]([N:31]6[CH2:30][CH2:29][N:28]([CH3:27])[CH2:33][CH2:32]6)=[CH:42][CH:41]=5)[CH2:24][CH2:25]4)[CH2:14][CH2:13]3)[C:6]=2[CH2:5][CH2:4]1 |f:0.1.2|. Reported procedure: The title compound, white solid (106 mg, 80%), MS (ISP) m/z=531.3 [(M+H)+], mp 241° C., was prepared in accordance with the general method of example 1 from trans-4-{2-[4-(2,3-dihydro-benzofuran-4-yl)-piperidin-1-yl]-ethyl}-cyclohexylamine dihydrochloride (intermediate B) (100 mg, 0.25 mmol) and 4-(4-methyl-piperazin-1-yl)-benzoic acid. Starting materials: O=CNc1ccccc1, N#Cc1ccccc1. Yields the product O=C=Nc1ccccc1. As a reaction SMILES: [CH:1](=[O:2])[NH:3][c:4]1[cH:5][cH:6][cH:7][cH:8][cH:9]1.[N:10]#[C:11][c:12]1[cH:13][cH:14][cH:15][cH:16][cH:17]1>>[C:1](=[O:2])=[N:3][c:4]1[cH:5][cH:6][cH:7][cH:8][cH:9]1. The reactants are CCOC(=O)CC(=O)N1CCNCC1, CCN=C=NCCCN(C)C, CCN(C(C)C)C(C)C, Cl, Cl, O=C(O)c1ccccc1C(F)(F)F, CN(C)C=O, O, On1nnc2ccccc21. Yields the product CCOC(=O)CC(=O)N1CCN(C(=O)c2ccccc2C(F)(F)F)CC1. Reaction SMILES: [CH2:46]([CH3:47])[O:48][C:49]([CH2:50][C:51]([N:52]1[CH2:53][CH2:54][NH:55][CH2:56][CH2:57]1)=[O:58])=[O:59].[CH3:33][CH2:34][N:35]=[C:36]=[N:37][CH2:38][CH2:39][CH2:40][N:41]([CH3:42])[CH3:43].[CH:11]([N:12]([CH2:13][CH3:14])[CH:15]([CH3:16])[CH3:17])([CH3:18])[CH3:19].[ClH:44].[ClH:45].[F:20][C:21]([c:22]1[c:23]([C:24](=[O:25])[OH:26])[cH:27][cH:28][cH:29][cH:30]1)([F:31])[F:32].[O:60]=[CH:61][N:62]([CH3:63])[CH3:64].[OH2:65].[OH:1][n:2]1[c:3]2[c:4]([cH:5][cH:6][cH:7][cH:8]2)[n:9][n:10]1>>[F:20][C:21]([c:22]1[c:23]([C:24](=[O:26])[N:55]2[CH2:54][CH2:53][N:52]([C:51]([CH2:50][C:49]([O:48][CH2:46][CH3:47])=[O:59])=[O:58])[CH2:57][CH2:56]2)[cH:27][cH:28][cH:29][cH:30]1)([F:31])[F:32].